This data is from the Open Reaction Database (ORD), a public repository of structured organic reaction records. The task is: describe an organic reaction: reactants, conditions, products, and yield Reactants: COC([C@@H](CC1=CC2=CC=CC=C2C=C1)NC(C1=CC(=CC=C1)CNC(=O)OC(C)(C)C)=O)=O ((R)-2-(3-(tert-Butoxycarbonylaminomethyl)benzoylamino)-3-(2-naphthyl)propionic acid methyl ester), [OH-].[Li+] (lithium hydroxide), ClCCl (dichloromethane), S(=O)(=O)(O)[O-].[Na+] (sodium hydrogen sulfate). Solvent: CO (methanol), O (water). The product is C(C)(C)(C)OC(=O)NCC=1C=C(C(=O)N[C@@H](C(=O)O)CC2=CC3=CC=CC=C3C=C2)C=CC1 ((R)-2-(3-(tert-butoxycarbonylaminomethyl)benzoylamino)-3-(2-naphthyl)propionic acid). The yield is 92.2%. Reaction SMILES: C[O:2][C:3](=[O:34])[C@H:4]([NH:16][C:17](=[O:33])[C:18]1[CH:23]=[CH:22][CH:21]=[C:20]([CH2:24][NH:25][C:26]([O:28][C:29]([CH3:32])([CH3:31])[CH3:30])=[O:27])[CH:19]=1)[CH2:5][C:6]1[CH:15]=[CH:14][C:13]2[C:8](=[CH:9][CH:10]=[CH:11][CH:12]=2)[CH:7]=1.[OH-].[Li+].ClCCl.S([O-])(O)(=O)=O.[Na+]>CO.O>[C:29]([O:28][C:26]([NH:25][CH2:24][C:20]1[CH:19]=[C:18]([CH:23]=[CH:22][CH:21]=1)[C:17]([NH:16][C@H:4]([CH2:5][C:6]1[CH:15]=[CH:14][C:13]2[C:8](=[CH:9][CH:10]=[CH:11][CH:12]=2)[CH:7]=1)[C:3]([OH:34])=[O:2])=[O:33])=[O:27])([CH3:32])([CH3:30])[CH3:31] |f:1.2,4.5|. Procedure details: (R)-2-(3-(tert-Butoxycarbonylaminomethyl)benzoylamino)-3-(2-naphthyl)propionic acid methyl ester (8.8 g, 19.1 mmol) was dissolved in methanol (100 ml) and lithium hydroxide (0.55 g, 22.2 mmol) was added. After 2 h dichloromethane (200 ml), water (200 ml) and 3 M sodium hydrogen sulfate (50 ml) were added. The organic phase was separated and washed with water (100 ml). The organic phase was dried (magnesium sulfate) and the solvent removed in vacuo to yield 7.9 g of (R)-2-(3-(tert-butoxycarbonyla... Reactants: C(C1=CC=CC=C1)N1CC(C(CC1)=O)C1=CC=C(C=C1)C (1-benzyl-3-(4-methyl-phenyl)-piperidin-4-one), N1CCSCC1 (thiomorpholine), FC(C=1C=C(C(=O)Cl)C=C(C1)C(F)(F)F)(F)F (3,5-bistrifluoromethyl-benzoyl chloride). The product is FC(C=1C=C(C=C(C1)C(F)(F)F)C(=O)N1C[C@H]([C@H](CC1)N1CCSCC1)C1=CC=C(C=C1)C)(F)F (Rac-cis-(3,5-Bis-trifluoromethyl-phenyl)-[3-(4-methyl-phenyl)-4-thiomorpholin-4-yl-piperidin-1-yl]-methanone). As a reaction SMILES: C([N:8]1[CH2:13][CH2:12][C:11](=O)[CH:10]([C:15]2[CH:20]=[CH:19][C:18]([CH3:21])=[CH:17][CH:16]=2)[CH2:9]1)C1C=CC=CC=1.[NH:22]1[CH2:27][CH2:26][S:25][CH2:24][CH2:23]1.[F:28][C:29]([F:44])([F:43])[C:30]1[CH:31]=[C:32]([CH:36]=[C:37]([C:39]([F:42])([F:41])[F:40])[CH:38]=1)[C:33](Cl)=[O:34]>>[F:28][C:29]([F:44])([F:43])[C:30]1[CH:31]=[C:32]([C:33]([N:8]2[CH2:13][CH2:12][C@H:11]([N:22]3[CH2:27][CH2:26][S:25][CH2:24][CH2:23]3)[C@H:10]([C:15]3[CH:16]=[CH:17][C:18]([CH3:21])=[CH:19][CH:20]=3)[CH2:9]2)=[O:34])[CH:36]=[C:37]([C:39]([F:42])([F:41])[F:40])[CH:38]=1. Procedure details: The title compound, MS: m/e=517.3 (M+H+), was prepared in accordance with the general method of example 26 from 1-benzyl-3-(4-methyl-phenyl)-piperidin-4-one, thiomorpholine and 3,5-bistrifluoromethyl-benzoyl chloride. Starting materials: OCc1ccc(Cc2cc(Br)ccc2Cl)cc1, ClCCl, [Na+], [OH-]. Yields the product O=Cc1ccc(Cc2cc(Br)ccc2Cl)cc1. RXN SMILES: [Br:1][c:2]1[cH:3][cH:4][c:5]([Cl:17])[c:6]([CH2:7][c:8]2[cH:9][cH:10][c:11]([CH2:14][OH:15])[cH:12][cH:13]2)[cH:16]1.[Cl:20][CH2:21][Cl:22].[Na+:19].[OH-:18]>>[Br:1][c:2]1[cH:3][cH:4][c:5]([Cl:17])[c:6]([CH2:7][c:8]2[cH:9][cH:10][c:11]([CH:14]=[O:15])[cH:12][cH:13]2)[cH:16]1. Reactants: COc1cc2c(cc1OCc1ccccc1)c(-c1cc3cccnc3n1S(=O)(=O)c1ccc(C)cc1)cn2C, C[Si](C)(C)Cl, CC#N, [I-], [Na+]. The product is COc1cc2c(cc1O)c(-c1cc3cccnc3n1S(=O)(=O)c1ccc(C)cc1)cn2C. RXN SMILES: [CH2:1]([c:2]1[cH:3][cH:4][cH:5][cH:6][cH:7]1)[O:8][c:9]1[cH:10][c:11]2[c:12](-[c:21]3[cH:22][c:23]4[c:24]([n:25][cH:26][cH:27][cH:28]4)[n:29]3[S:30](=[O:31])(=[O:32])[c:33]3[cH:34][cH:35][c:36]([CH3:39])[cH:37][cH:38]3)[cH:13][n:14]([CH3:20])[c:15]2[cH:16][c:17]1[O:18][CH3:19].[CH3:42][Si:43]([Cl:44])([CH3:45])[CH3:46].[CH3:47][C:48]#[N:49].[I-:41].[Na+:40]>>[OH:8][c:9]1[cH:10][c:11]2[c:12](-[c:21]3[cH:22][c:23]4[c:24]([n:25][cH:26][cH:27][cH:28]4)[n:29]3[S:30](=[O:31])(=[O:32])[c:33]3[cH:34][cH:35][c:36]([CH3:39])[cH:37][cH:38]3)[cH:13][n:14]([CH3:20])[c:15]2[cH:16][c:17]1[O:18][CH3:19].